Dataset: the Open Reaction Database (ORD), a public repository of structured organic reaction records. Task: describe an organic reaction: reactants, conditions, products, and yield The reactants are C(C)(C)(C)OC(=O)C1=C(N=C(S1)N1C[C@@H](N(CC1)S(=O)(=O)C1=C(C=C(C=C1)OC(F)(F)F)F)C(NCC1=CC=C(C=C1)CCC)=O)C (2-[(R)-4-(2-fluoro-4-trifluoromethoxy-benzenesulfonyl)-3-(4-propyl-benzylcarbamoyl)-piperazin-1-yl]-4-methyl-thiazole-5-carboxylic acid tert-butyl ester), FC(C(=O)O)(F)F (trifluoroacetic acid). The solvent is C(Cl)(Cl)Cl (chloroform). Yields the product FC1=C(C=CC(=C1)OC(F)(F)F)S(=O)(=O)N1[C@H](CN(CC1)C=1SC(=C(N1)C)C(=O)O)C(NCC1=CC=C(C=C1)CCC)=O (2-[(R)-4-(2-fluoro-4-trifluoromethoxy-benzenesulfonyl)-3-(4-propyl-benzylcarbamoyl)-piperazin-1-yl]-4-methyl-thiazole-5-carboxylic acid). The yield is 82.9%. RXN SMILES: C([O:5][C:6]([C:8]1[S:12][C:11]([N:13]2[CH2:18][CH2:17][N:16]([S:19]([C:22]3[CH:27]=[CH:26][C:25]([O:28][C:29]([F:32])([F:31])[F:30])=[CH:24][C:23]=3[F:33])(=[O:21])=[O:20])[C@@H:15]([C:34](=[O:46])[NH:35][CH2:36][C:37]3[CH:42]=[CH:41][C:40]([CH2:43][CH2:44][CH3:45])=[CH:39][CH:38]=3)[CH2:14]2)=[N:10][C:9]=1[CH3:47])=[O:7])(C)(C)C.FC(F)(F)C(O)=O>C(Cl)(Cl)Cl>[F:33][C:23]1[CH:24]=[C:25]([O:28][C:29]([F:30])([F:31])[F:32])[CH:26]=[CH:27][C:22]=1[S:19]([N:16]1[CH2:17][CH2:18][N:13]([C:11]2[S:12][C:8]([C:6]([OH:7])=[O:5])=[C:9]([CH3:47])[N:10]=2)[CH2:14][C@@H:15]1[C:34](=[O:46])[NH:35][CH2:36][C:37]1[CH:38]=[CH:39][C:40]([CH2:43][CH2:44][CH3:45])=[CH:41][CH:42]=1)(=[O:20])=[O:21]. Procedure: To a solution of the compound (59 mg) obtained in Step 7 in chloroform (0.3 ml) was added, with stirring at room temperature, trifluoroacetic acid (0.3 ml). After stirring at room temperature for 7 hr, the reaction mixture was concentrated under reduced pressure, toluene was added to the residue, and the mixture was concentrated again under reduced pressure. The residue was purified by column chromatography (ethyl acetate:n-hexane=1:2-10% methanol/chloroform) to give the title compound (45 mg). The reactants are C1=CC(=CC(=C1)Cl)C(=O)OO (mCPBA), BrC=1N=CC(=NC1C=1C=NC=CC1)NC(=O)C1CC1 (N-(5-bromo-6-pyridin-3-ylpyrazin-2-yl)cyclopropanecarboxamide), ice. The solvent is C(Cl)Cl (CH2Cl2). Reaction conditions: temperature 0 celsius, time 4 hour. The product is BrC=1N=CC(=NC1C=1C=[N+](C=CC1)[O-])NC(=O)C1CC1 (N-[5-Bromo-6-(1-oxidopyridin-3-yl)pyrazin-2-yl]cyclopropanecarboxamide). Isolated yield 71.8%. Reaction SMILES: [Br:1][C:2]1[N:3]=[CH:4][C:5]([NH:14][C:15]([CH:17]2[CH2:19][CH2:18]2)=[O:16])=[N:6][C:7]=1[C:8]1[CH:9]=[N:10][CH:11]=[CH:12][CH:13]=1.C1C=C(Cl)C=C(C(OO)=[O:28])C=1>C(Cl)Cl>[Br:1][C:2]1[N:3]=[CH:4][C:5]([NH:14][C:15]([CH:17]2[CH2:18][CH2:19]2)=[O:16])=[N:6][C:7]=1[C:8]1[CH:9]=[N+:10]([O-:28])[CH:11]=[CH:12][CH:13]=1. Reported procedure: To a suspension of N-(5-bromo-6-pyridin-3-ylpyrazin-2-yl)cyclopropanecarboxamide (4.02 g, 12.6 mmol) in CH2Cl2 (45 mL), cooled at 0° C., was added mCPBA (3.11 g, 12.6 mmol) in small portions. Upon addition completion the ice bath was removed and the reaction continued at room temperature for 4 h. The mixture was diluted with CH2Cl2 (30 mL) and washed with saturated NaHCO3 (1×25 mL) and saturated NaCl (1×25 mL). The organic layer was concentrated in vaccuo up to 25 mL volume, and the precipitated...